This data is from the Open Reaction Database (ORD), a public repository of structured organic reaction records. The task is: describe an organic reaction: reactants, conditions, products, and yield The reactants are ClC1=C(C=CC(=C1)C#N)NS(=O)(=O)C (N-(2-chloro-4-cyanophenyl)methanesulfonamide), O1CCCC1 (tetrahydrofuran), Cl (hydrogen chloride). The reagents and catalysts are [Pd] (Pd—C). Run in CO (methanol). Run at time 2 hour. The product is Cl.NCC1=CC(=C(C=C1)NS(=O)(=O)C)Cl (N-[4-(Aminomethyl)-2-chlorophenyl]methanesulfonamide hydrochloride). The yield is 167.6%. As a reaction SMILES: [Cl:1][C:2]1[CH:7]=[C:6]([C:8]#[N:9])[CH:5]=[CH:4][C:3]=1[NH:10][S:11]([CH3:14])(=[O:13])=[O:12].O1CCCC1.Cl>CO.[Pd]>[ClH:1].[NH2:9][CH2:8][C:6]1[CH:5]=[CH:4][C:3]([NH:10][S:11]([CH3:14])(=[O:13])=[O:12])=[C:2]([Cl:1])[CH:7]=1 |f:5.6|. Procedure details: A mixture of N-(2-chloro-4-cyanophenyl)methanesulfonamide (0.5 g, 2.2 mmol) and 10% Pd—C (100 mg) in methanol (7.5 ml)-tetrahydrofuran (7.5 ml)-12M aqueous solution of hydrogen chloride (3.0 ml) was stirred under H2 balloon pressure for 2 hours at ambient temperature. Then, filtration to remove 10% Pd—C, evaporation gave the crude residue, which was applied to recrystallization from methanol and diisopropylether to furnish 500 mg (85% yield) of title compound as a white solid. Starting materials: product, C([O-])([O-])=O.[K+].[K+] (potassium carbonate), ClC=1N=NC(=CC1)C1=NC(=NS1)C (3-chloro-6-(3-methyl-1,2,4-thiadiazol-5-yl)pyridazine), Cl.N1CCC2(CC1)OCC1=C2C=CC=C1 (3H-spiro[2-benzofuran-1,4′-piperidine] hydrochloride). Yields the product CC1=NSC(=N1)C1=CC=C(N=N1)N1CCC2(CC1)OCC1=C2C=CC=C1 (1′-[6-(3-methyl-1,2,4-thiadiazol-5-yl)pyridazin-3-yl]-3H-spiro[2-benzofuran-1,4′-piperidine]). RXN SMILES: Cl[C:2]1[N:3]=[N:4][C:5]([C:8]2[S:12][N:11]=[C:10]([CH3:13])[N:9]=2)=[CH:6][CH:7]=1.Cl.[NH:15]1[CH2:20][CH2:19][C:18]2([C:24]3[CH:25]=[CH:26][CH:27]=[CH:28][C:23]=3[CH2:22][O:21]2)[CH2:17][CH2:16]1.C(=O)([O-])[O-].[K+].[K+]>>[CH3:13][C:10]1[N:9]=[C:8]([C:5]2[N:4]=[N:3][C:2]([N:15]3[CH2:20][CH2:19][C:18]4([C:24]5[CH:25]=[CH:26][CH:27]=[CH:28][C:23]=5[CH2:22][O:21]4)[CH2:17][CH2:16]3)=[CH:7][CH:6]=2)[S:12][N:11]=1 |f:1.2,3.4.5|. Reported procedure: The object product (66 mg, 26%) was obtained in the same manner as in Example 1 and using 3-chloro-6-(3-methyl-1,2,4-thiadiazol-5-yl)pyridazine (150 mg), 3H-spiro[2-benzofuran-1,4′-piperidine] hydrochloride (159 mg) and potassium carbonate (244 mg). Reactants: N1C=CC2=CC=CC=C12 (indole), [H-].[Na+] (sodium hydride), [Na]N1C=CC2=CC=CC=C12 (1-sodioindole), C[Si](C(C)(C)C)(C)Cl (dimethyl-t-butylsilyl chloride). Run in C1CCOC1 (THF), C1CCOC1 (THF). Product: C[Si](N1C=CC2=CC=CC=C12)(C(C)(C)C)C (1-(dimethyl-t-butylsilyl)indole). Yield: 79.0%. Reaction SMILES: [NH:1]1[C:9]2[C:4](=[CH:5][CH:6]=[CH:7][CH:8]=2)[CH:3]=[CH:2]1.[H-].[Na+].[Na]N1C2C(=CC=CC=2)C=C1.[CH3:22][Si:23](Cl)([CH3:28])[C:24]([CH3:27])([CH3:26])[CH3:25]>C1COCC1>[CH3:22][Si:23]([CH3:28])([C:24]([CH3:27])([CH3:26])[CH3:25])[N:1]1[C:9]2[C:4](=[CH:5][CH:6]=[CH:7][CH:8]=2)[CH:3]=[CH:2]1 |f:1.2|. Procedure details: 1-(dimethyl-t-butylsilyl)indole is prepared by treatment of indole with sodium hydride in THF at temperature followed by the reaction of 1-sodioindole with dimethyl-t-butylsilyl chloride in THF according to the procedure described in D. Dhanak, C. B. Reese J. Chem. Soc., Perkin Trans. 1 1986, 2181-2186. The yield is 79%. The physical and spectral characteristics are described in this article. The reactants are [Cr](=O)(=O)([O-])[O-].[Na+].[Na+] (sodium chromate), S(O)(O)(=O)=O (sulfuric acid), S([O-])(O)(=O)=O.[Na+] (sodium bisulfate). The product is [O-][Cr](=O)(=O)O[Cr](=O)(=O)[O-].[Na+].[Na+] (sodium bichromate), [O-][Cr](=O)(=O)O[Cr](=O)(=O)[O-] (bichromate). RXN SMILES: [Cr:1]([O-:5])([O-:4])(=[O:3])=[O:2].[Na+:6].[Na+].S(=O)(=O)(O)O.S(=O)(=O)(O)[O-].[Na+]>>[O-:2][Cr:1]([O:5][Cr:1]([O-:4])(=[O:3])=[O:2])(=[O:4])=[O:3].[Na+:6].[Na+:6].[O-:2][Cr:1]([O:5][Cr:1]([O-:4])(=[O:3])=[O:2])(=[O:4])=[O:3] |f:0.1.2,4.5,6.7.8|. Procedure details: Chromic acid and sodium bichromate or sodium chromate are made by roasting chromium-containing ore with soda ash (sodium carbonate) or sodium hydroxide to form sodium chromate. The roasted ore is quenched in water and the soluble sodium chromate dissolves in the water to form "yellow liquor." The sodium chromate is reacted with sulfuric acid or sodium bisulfate to produce sodium bichromate (the "bichromate process"). Upon evaporation, by-product sodium sulfate crystallizes and is filtered off. B...